Task: describe an organic reaction: reactants, conditions, products, and yield. Dataset: the Open Reaction Database (ORD), a public repository of structured organic reaction records Reactants: CN(C)C=O, CI, CCO, [H-], COc1cccc(N)c1C(N)=O, [Na+]. Yields the product CNC(=O)c1c(N)cccc1OC. RXN SMILES: [CH3:15][N:16]([CH3:17])[CH:18]=[O:19].[CH3:20][I:21].[CH3:22][CH2:23][OH:24].[H-:14].[NH2:1][c:2]1[cH:3][cH:4][cH:5][c:6]([O:11][CH3:12])[c:7]1[C:8](=[O:9])[NH2:10].[Na+:13]>>[NH2:1][c:2]1[cH:3][cH:4][cH:5][c:6]([O:11][CH3:12])[c:7]1[C:8](=[O:9])[NH:10][CH3:15]. The reactants are C1(=CC=CC2=CC=CC=C12)S(=O)(=O)C1=NNC2=CC=C(C=C12)OCCCOS(=O)(=O)C1=CC=C(C=C1)C (toluene-4-sulfonic acid 3-[3-(naphthalene-1-sulfonyl)-1H-indazol-5-yloxy]-propyl ester), C(C)NCC (diethylamine), C1CCOC1 (THF). The product is C(C)N(CCCOC=1C=C2C(=NNC2=CC1)S(=O)(=O)C1=CC=CC2=CC=CC=C12)CC (Diethyl-{3-[3-(naphthalene-1-sulfonyl)-1H-indazol-5-yloxy]-propyl}-amine). As a reaction SMILES: [C:1]1([S:11]([C:14]2[C:22]3[C:17](=[CH:18][CH:19]=[C:20]([O:23][CH2:24][CH2:25][CH2:26]OS(C4C=CC(C)=CC=4)(=O)=O)[CH:21]=3)[NH:16][N:15]=2)(=[O:13])=[O:12])[C:10]2C(=CC=[CH:8][CH:9]=2)C=[CH:3][CH:2]=1.[CH2:38]([NH:40][CH2:41][CH3:42])[CH3:39].[CH2:43]1[CH2:47]O[CH2:45][CH2:44]1>>[CH2:38]([N:40]([CH2:41][CH3:42])[CH2:26][CH2:25][CH2:24][O:23][C:20]1[CH:21]=[C:22]2[C:17](=[CH:18][CH:19]=1)[NH:16][N:15]=[C:14]2[S:11]([C:1]1[C:10]2[C:9](=[CH:47][CH:43]=[CH:44][CH:45]=2)[CH:8]=[CH:3][CH:2]=1)(=[O:13])=[O:12])[CH3:39]. Procedure details: A solution of toluene-4-sulfonic acid 3-[3-(naphthalene-1-sulfonyl)-1H-indazol-5-yloxy]-propyl ester (0.080 mg, 0.15 mmol) and diethylamine (0.45-0.75 mmol) in THF (10 mL) was stirred at 90° C. for about 2 hours in a sealed tube. After cooling to ambient temperature the reaction mixture was solvent evaporated. It was dissolved in ethyl acetate and washed twice with aqueous sodium bicarbonate. The organic phase was dried over anhydrous magnesium sulfate, filtered and concentrated. The residue was... Reactants: [BH4-], CCOC(C)=O, CO, Cn1nc(C(F)(F)F)c(C=O)c1F, [Na+], O. Yields the product Cn1nc(C(F)(F)F)c(CO)c1F. As a reaction SMILES: [BH4-:14].[CH3:17][CH2:18][O:19][C:20](=[O:21])[CH3:22].[CH3:23][OH:24].[F:1][c:2]1[c:3]([CH:12]=[O:13])[c:4]([C:8]([F:9])([F:10])[F:11])[n:5][n:6]1[CH3:7].[Na+:15].[OH2:16]>>[F:1][c:2]1[c:3]([CH2:12][OH:13])[c:4]([C:8]([F:9])([F:10])[F:11])[n:5][n:6]1[CH3:7]. Starting materials: ClC1=C(C=C(CN2CCC(CC2)NC=2C=C(C=CC2)NC(C)=O)C=C1)OCC (N-{3-[1-(4-Chloro-3-ethoxy-benzyl)-piperidin-4-ylamino]-phenyl}-acetamide), Cl.Cl.ClC=1N=C(C2=CC=CC=C2C1)NC1CCNCC1 ((3-chloro-isoquinolin-1-yl)-piperidin-4-yl-amine dihydrochloride), C(C)OC1=C(C(=CC(=C1)C=O)OCC)C1=CC=C(C=C1)F (2,6-diethoxy-4′-fluoro-biphenyl-4-carbaldehyde). Yields the product ClC=1N=C(C2=CC=CC=C2C1)NC1CCN(CC1)CC1=CC(=C(C(=C1)OCC)C1=CC=C(C=C1)F)OCC ((3-Chloro-isoquinolin-1-yl)-[1-(2,6-diethoxy-4′-fluoro-biphenyl-4-ylmethyl)-piperidin-4-yl]-amine). Reaction SMILES: ClC1C=CC(CN2CCC(NC3C=C(NC(=O)C)C=CC=3)CC2)=CC=1OCC.Cl.Cl.[Cl:31][C:32]1[N:33]=[C:34]([NH:42][CH:43]2[CH2:48][CH2:47][NH:46][CH2:45][CH2:44]2)[C:35]2[C:40]([CH:41]=1)=[CH:39][CH:38]=[CH:37][CH:36]=2.[CH2:49]([O:51][C:52]1[CH:57]=[C:56]([CH:58]=O)[CH:55]=[C:54]([O:60][CH2:61][CH3:62])[C:53]=1[C:63]1[CH:68]=[CH:67][C:66]([F:69])=[CH:65][CH:64]=1)[CH3:50]>>[Cl:31][C:32]1[N:33]=[C:34]([NH:42][CH:43]2[CH2:48][CH2:47][N:46]([CH2:58][C:56]3[CH:55]=[C:54]([O:60][CH2:61][CH3:62])[C:53]([C:63]4[CH:68]=[CH:67][C:66]([F:69])=[CH:65][CH:64]=4)=[C:52]([O:51][CH2:49][CH3:50])[CH:57]=3)[CH2:45][CH2:44]2)[C:35]2[C:40]([CH:41]=1)=[CH:39][CH:38]=[CH:37][CH:36]=2 |f:1.2.3|. Reported procedure: The title compound was prepared in analogy to the synthesis of 6-[1-(3-ethoxy-4-methyl-benzyl)-piperidin-4-ylamino]-nicotinonitrile (example 38/step 3) from (3-chloro-isoquinolin-1-yl)-piperidin-4-yl-amine dihydrochloride (intermediate B13) and 2,6-diethoxy-4′-fluoro-biphenyl-4-carbaldehyde (intermediate E22) in a yield of 8.9 mg (11%). MS (ISP): 534.5 [M+H]+.